This data is from the Open Reaction Database (ORD), a public repository of structured organic reaction records. The task is: describe an organic reaction: reactants, conditions, products, and yield The reactants are C1(=CC=CC=C1)[Zn]I (PhZnI), C(C(C(C(F)(F)F)(F)F)(F)F)(C(C(F)(F)F)(F)F)(F)F (FC-72), Br\C=C\C1=CC=CC=C1 ((E)-bromostyrene). Reagents/catalysts: C=1C=CC(=CC1)[P](C=2C=CC=CC2)(C=3C=CC=CC3)[Pd]([P](C=4C=CC=CC4)(C=5C=CC=CC5)C=6C=CC=CC6)([P](C=7C=CC=CC7)(C=8C=CC=CC8)C=9C=CC=CC9)[P](C=1C=CC=CC1)(C=1C=CC=CC1)C=1C=CC=CC1 (Pd(PPh3)4). Run in C1(=CC=CC=C1)C (toluene), CC#N (MeCN). Conditions: time 1 day. Product: C1(=CC=CC=C1)\C=C\C1=CC=CC=C1 (trans-stilbene), Br\C=C\C1=CC=CC=C1 ((E)-bromostyrene). Reaction SMILES: [C:1](F)(F)([C:12](F)(F)[C:13](F)(F)F)[C:2](F)(F)[C:3](F)(F)[C:4](F)(F)F.[Br:21]/[CH:22]=[CH:23]/[C:24]1[CH:29]=[CH:28][CH:27]=[CH:26][CH:25]=1.C1([Zn]I)C=CC=CC=1>CC#N.C1(C)C=CC=CC=1.C1C=CC([P]([Pd]([P](C2C=CC=CC=2)(C2C=CC=CC=2)C2C=CC=CC=2)([P](C2C=CC=CC=2)(C2C=CC=CC=2)C2C=CC=CC=2)[P](C2C=CC=CC=2)(C2C=CC=CC=2)C2C=CC=CC=2)(C2C=CC=CC=2)C2C=CC=CC=2)=CC=1>[C:1]1(/[CH:22]=[CH:23]/[C:24]2[CH:29]=[CH:28][CH:27]=[CH:26][CH:25]=2)[CH:12]=[CH:13][CH:4]=[CH:3][CH:2]=1.[Br:21]/[CH:22]=[CH:23]/[C:24]1[CH:29]=[CH:28][CH:27]=[CH:26][CH:25]=1 |^1:51,53,72,91|. Procedure details: FC-72 (10 mL) was charged to the U-tube (F-phase), a solution of (E)-bromostyrene (130 μL, 1.0 mmol) in MeCN (1 mL) was charged to the S-phase of the U-tube and a solution of Pd(PPh3)4 (23 mg, 0.02 mmol) in toluene (1.5 mL) was charged to the P-phase of the U-tube. After PhZnI (0.5 M in THF, 1.0 mL) was added to the P-phase, each phase was stirred for 1 day. The mixture in the P-phase was decanted into water, extracted with ether, dried over MgSO4 and then evaporated. However, trans-stilbene was... The reactants are CC(C)(C)OC(=O)N(Cc1ccc(NC(=O)c2ccc(CN(Cc3ncc[nH]3)Cc3ncc[nH]3)cc2)cc1)Cc1ncc[nH]1, CO, Cl. Product: O=C(Nc1ccc(CNCc2ncc[nH]2)cc1)c1ccc(CN(Cc2ncc[nH]2)Cc2ncc[nH]2)cc1. As a reaction SMILES: [C:1]([O:2][C:3](=[O:4])[N:7]([CH2:8][c:9]1[nH:10][cH:11][cH:12][n:13]1)[CH2:14][c:15]1[cH:16][cH:17][c:18]([NH:21][C:22]([c:23]2[cH:24][cH:25][c:26]([CH2:29][N:30]([CH2:31][c:32]3[nH:33][cH:34][cH:35][n:36]3)[CH2:37][c:38]3[nH:39][cH:40][cH:41][n:42]3)[cH:27][cH:28]2)=[O:43])[cH:19][cH:20]1)([CH3:5])([CH3:6])[CH3:44].[CH3:46][OH:47].[ClH:45]>>[NH:7]([CH2:8][c:9]1[nH:10][cH:11][cH:12][n:13]1)[CH2:14][c:15]1[cH:16][cH:17][c:18]([NH:21][C:22]([c:23]2[cH:24][cH:25][c:26]([CH2:29][N:30]([CH2:31][c:32]3[nH:33][cH:34][cH:35][n:36]3)[CH2:37][c:38]3[n:39][cH:40][cH:41][nH:42]3)[cH:27][cH:28]2)=[O:43])[cH:19][cH:20]1. The reactants are ClCCl, CN(C)c1ccncc1, CC(C)NC(C)C, [Cl-], [NH4+], Cc1ccc(S(=O)(=O)Cl)cc1, Cc1ccc(CCCO)cc1. The product is Cc1ccc(CCCOS(=O)(=O)c2ccc(C)cc2)cc1. Reaction SMILES: [CH2:41]([Cl:42])[Cl:43].[CH3:32][N:33]([CH3:34])[c:35]1[cH:36][cH:37][n:38][cH:39][cH:40]1.[CH:12]([NH:13][CH:14]([CH3:15])[CH3:16])([CH3:17])[CH3:18].[Cl-:30].[NH4+:31].[S:1](=[O:2])(=[O:3])([c:4]1[cH:5][cH:6][c:7]([CH3:8])[cH:9][cH:10]1)[Cl:11].[c:19]1([CH3:29])[cH:20][cH:21][c:22]([CH2:25][CH2:26][CH2:27][OH:28])[cH:23][cH:24]1>>[S:1](=[O:2])(=[O:3])([c:4]1[cH:5][cH:6][c:7]([CH3:8])[cH:9][cH:10]1)[O:28][CH2:27][CH2:26][CH2:25][c:22]1[cH:21][cH:20][c:19]([CH3:29])[cH:24][cH:23]1. Reactants: COCCN, CC#N, CCCCOc1nc(N)c2[nH]c(=O)n(CCCCN(CCN3CCCC3)S(=O)(=O)c3cccc(CC(=O)OC)c3)c2n1. Product: CCCCOc1nc(N)c2[nH]c(=O)n(CCCCN(CCOC)S(=O)(=O)c3cccc(CC(=O)OC)c3)c2n1. As a reaction SMILES: [CH3:43][O:44][CH2:45][CH2:46][NH2:47].[CH3:48][C:49]#[N:50].[NH2:1][c:2]1[c:3]2[nH:4][c:5](=[O:42])[n:6]([CH2:16][CH2:17][CH2:18][CH2:19][N:20]([S:21](=[O:22])(=[O:23])[c:24]3[cH:25][c:26]([CH2:30][C:31](=[O:32])[O:33][CH3:34])[cH:27][cH:28][cH:29]3)[CH2:35][CH2:36][N:37]3[CH2:38][CH2:39][CH2:40][CH2:41]3)[c:7]2[n:8][c:9]([O:11][CH2:12][CH2:13][CH2:14][CH3:15])[n:10]1>>[NH2:1][c:2]1[c:3]2[nH:4][c:5](=[O:42])[n:6]([CH2:16][CH2:17][CH2:18][CH2:19][N:20]([S:21](=[O:22])(=[O:23])[c:24]3[cH:25][c:26]([CH2:30][C:31](=[O:32])[O:33][CH3:34])[cH:27][cH:28][cH:29]3)[CH2:35][CH2:36][O:44][CH3:43])[c:7]2[n:8][c:9]([O:11][CH2:12][CH2:13][CH2:14][CH3:15])[n:10]1. Reactants: C(CCCC#C)(=O)Cl (5-hexynoyl chloride), C(C=C)C1=C(C(=CC=C1)C(C)(C)C)O (2-allyl-6-t-butylphenol), Cl[Sn](Cl)(Cl)Cl (SnCl4). Run in C(Cl)Cl (CH2Cl2). Conditions: temperature 0 celsius, time 30 minute. Product: C(C=C)C1=C(C(=CC(=C1)C(CCCC#C)=O)C(C)(C)C)O (2-allyl-4-(5-hexynoyl)-6-t-butylphenol). The yield is 75.0%. Reaction SMILES: [CH2:1]([C:4]1[CH:9]=[CH:8][CH:7]=[C:6]([C:10]([CH3:13])([CH3:12])[CH3:11])[C:5]=1[OH:14])[CH:2]=[CH2:3].[C:15](Cl)(=[O:21])[CH2:16][CH2:17][CH2:18][C:19]#[CH:20].Cl[Sn](Cl)(Cl)Cl>C(Cl)Cl>[CH2:1]([C:4]1[CH:9]=[C:8]([C:15](=[O:21])[CH2:16][CH2:17][CH2:18][C:19]#[CH:20])[CH:7]=[C:6]([C:10]([CH3:13])([CH3:12])[CH3:11])[C:5]=1[OH:14])[CH:2]=[CH2:3]. Reported procedure: A solution of 2-allyl-6-t-butylphenol (0.57 g; 3 mmol) in dry CH2Cl2 (12 ml) is cooled to -78° C., and 5-hexynoyl chloride (0.43 g; 3.3 mmol) is added via syringe, followed by SnCl4 (0.375 ml) added dropwise via syringe, with stirring under Argon. After 30 min the reaction is allowed to warm to 0° C. and is stirred at that temperature for 5 min; it is then quenched with ca 1 ml of 3N HCl. The reaction is poured into 100 ml water and extracted with 3×50 ml portions of ether. The combined ether la...